This data is from the Open Reaction Database (ORD), a public repository of structured organic reaction records. The task is: describe an organic reaction: reactants, conditions, products, and yield Starting materials: C(Cl)Cl (CH2Cl2), C(C)(C)(C)OC(NC(=N)C=1SC(=C(C1)S(=O)(=O)C1=CC2=C(N=CN2CC2=C(C=CC(=C2)NC(CBr)=O)F)C(=C1)Br)SC)=O ([(4-{7-bromo-3-[5-(2-bromo-acetylamino)-2-fluoro-benzyl]-3H-benzoimidazole-5-sulfonyl}-5-methylsulfanyl-thiophen-2-yl)-imino-methyl]-carbamic acid tert-butyl ester), SCCC(=O)OC (methyl 3-mercaptopropionoate), C(Cl)Cl (CH2Cl2). Conditions: time 30 minute. Yields the product COC(CCS(C)C(NC1=CC(=C(C=C1)F)CN1C=NC2=C1C=C(C=C2Br)S(=O)(=O)C2=C(SC(=C2)C(=N)NC(=O)OC(C)(C)C)SC)=O)=O (3-[(3-{4-bromo-6-[5-(tert-butoxycarbonylamino-imino-methyl)-2-methylsulfanyl-thiophene-3-sulfonyl]-benzoimidazol-1-ylmethyl}-4-fluoro-phenylcarbamoyl)-methylsulfanyl]-propionic acid methyl ester). Isolated yield 85.0%. As a reaction SMILES: [C:1]([O:5][C:6](=[O:43])[NH:7][C:8]([C:10]1[S:11][C:12]([S:41][CH3:42])=[C:13]([S:15]([C:18]2[CH:39]=[C:38]([Br:40])[C:21]3[N:22]=[CH:23][N:24]([CH2:25][C:26]4[CH:31]=[C:30]([NH:32][C:33](=[O:36])CBr)[CH:29]=[CH:28][C:27]=4[F:37])[C:20]=3[CH:19]=2)(=[O:17])=[O:16])[CH:14]=1)=[NH:9])([CH3:4])([CH3:3])[CH3:2].[SH:44][CH2:45][CH2:46][C:47]([O:49][CH3:50])=[O:48].[CH2:51](Cl)Cl>>[CH3:50][O:49][C:47](=[O:48])[CH2:46][CH2:45][SH:44]([C:33](=[O:36])[NH:32][C:30]1[CH:29]=[CH:28][C:27]([F:37])=[C:26]([CH2:25][N:24]2[C:20]3[CH:19]=[C:18]([S:15]([C:13]4[CH:14]=[C:10]([C:8]([NH:7][C:6]([O:5][C:1]([CH3:4])([CH3:3])[CH3:2])=[O:43])=[NH:9])[S:11][C:12]=4[S:41][CH3:42])(=[O:16])=[O:17])[CH:39]=[C:38]([Br:40])[C:21]=3[N:22]=[CH:23]2)[CH:31]=1)[CH3:51]. Procedure details: A solution of [(4-{7-bromo-3-[5-(2-bromo-acetylamino)-2-fluoro-benzyl]-3H-benzoimidazole-5-sulfonyl}-5-methylsulfanyl-thiophen-2-yl)-imino-methyl]-carbamic acid tert-butyl ester ((Example 191: step a) 0.014 g, 0.017 mmol) in CH2Cl2 (2 mL) was treated with methyl 3-mercaptopropionoate (2.50 μL, 0.025 mmol) and stirred at room temperature 30 min. The reaction was diluted with CH2Cl2 and washed with water (1×10 mL). The organic layer was dried over MgSO4 and concentrated in vacuo to afford the prod... Reactants: C(CCC)OC1=C(C=C(C=C1C(C)C)C(C)C)C1=CNC2=CC=C(C=C12)C(=CC(=O)O)C (3-[3-(2-Butoxy-3,5-diisopropyl-phenyl)-1H-indol-5-yl]-but-2-enoic acid), CN(C)C=O (DMF), C([O-])([O-])=O.[Cs+].[Cs+] (cesium carbonate), IC (iodomethane). The solvent is O (water). Reaction conditions: temperature 40 celsius. The product is COC(C=C(C)C=1C=C2C(=CN(C2=CC1)C)C1=C(C(=CC(=C1)C(C)C)C(C)C)OCCCC)=O (3-[3-(2-Butoxy-3,5-diisopropylphenyl)-1-methyl-1H-indol-5-yl]-but-2-enoic acid methyl ester). RXN SMILES: [CH2:1]([O:5][C:6]1[C:11]([CH:12]([CH3:14])[CH3:13])=[CH:10][C:9]([CH:15]([CH3:17])[CH3:16])=[CH:8][C:7]=1[C:18]1[C:26]2C(=[CH:22][CH:23]=[C:24]([C:27]([CH3:32])=[CH:28]C(O)=O)[CH:25]=2)NC=1)[CH2:2][CH2:3][CH3:4].[C:33](=[O:36])([O-])[O-:34].[Cs+].[Cs+].I[CH3:40].[CH3:41][N:42]([CH:44]=O)[CH3:43]>O>[CH3:40][O:34][C:33](=[O:36])[CH:28]=[C:27]([C:24]1[CH:25]=[C:26]2[C:43](=[CH:22][CH:23]=1)[N:42]([CH3:41])[CH:44]=[C:18]2[C:7]1[CH:8]=[C:9]([CH:15]([CH3:17])[CH3:16])[CH:10]=[C:11]([CH:12]([CH3:13])[CH3:14])[C:6]=1[O:5][CH2:1][CH2:2][CH2:3][CH3:4])[CH3:32] |f:1.2.3|. Reported procedure: 3-[3-(2-Butoxy-3,5-diisopropyl-phenyl)-1H-indol-5-yl]-but-2-enoic acid (129 mg, 0.30 mmol), cesium carbonate (293 mg, 0.90 mmol), and iodomethane (0.041 mL, 65 mmol) were combined in DMF (6 mL) and heated at 40° C. for 2 h. The reaction was diluted with water and extracted with ethyl acetate (2×). The organic portions were combined and washed with brine, dried (MgSO4), filtered and concentrated in vacuo to provide 139 mg of a yellow oil. The material was purified using radial chromatography by e... Starting materials: OC1=CC2=C(C3=CC=C(C=C3C(=C2C=C1)C=O)O)C=O (2,6-dihydroxy-9,10-anthracenedicarboxaldehyde), C(C)(=O)OC(C)=O (acetic anhydride), C(C)(=O)O (acetic acid). Yields the product C(C)(=O)OC1=CC2=C(C3=CC=C(C=C3C(=C2C=C1)C=O)OC(C)=O)C=O (2,6-diacetoxy-9,10-anthracenedicarboxaldehyde). As a reaction SMILES: [OH:1][C:2]1[CH:15]=[CH:14][C:13]2[C:4](=[C:5]([CH:19]=[O:20])[C:6]3[C:11]([C:12]=2[CH:16]=[O:17])=[CH:10][C:9]([OH:18])=[CH:8][CH:7]=3)[CH:3]=1.[C:21](OC(=O)C)(=[O:23])[CH3:22].[C:28](O)(=[O:30])[CH3:29]>>[C:21]([O:1][C:2]1[CH:15]=[CH:14][C:13]2[C:4](=[C:5]([CH:19]=[O:20])[C:6]3[C:11]([C:12]=2[CH:16]=[O:17])=[CH:10][C:9]([O:18][C:28](=[O:30])[CH3:29])=[CH:8][CH:7]=3)[CH:3]=1)(=[O:23])[CH3:22]. Procedure: A solution of 2.66 g. (0.01 mole) of 2,6-dihydroxy-9,10-anthracenedicarboxaldehyde in 100 ml. of hot glacial acetic acid is treated with 2.5 g. (0.025 mole) of acetic anhydride. The mixture is stirred, heated on a steam for one hour, then allowed to cool yielding crystals of 2,6-diacetoxy-9,10-anthracenedicarboxaldehyde. Reactants: ClC1=C2C(=NN=C1C1=CC=CC=C1)N(N=C2C2=CC=CC=C2)CC(=O)O (2-(4-chloro-3,5-diphenyl-1H-pyrazolo[3,4-c]pyridazin-1-yl)acetic acid), ClC1=C2C(=NN=C1C1=CC=CC=C1)N(N=C2C2=CC=CC=C2)CC(=O)N2CCN(CC2)C (2-(4-Chloro-3,5-diphenyl-1H-pyrazolo[3,4-c]pyridazin-1-yl)-1-(4-methylpiperazin-1-yl)ethanone), CNCCNC (N,N′-dimethylethylenediamine). The product is ClC1=C2C(=NN=C1C1=CC=CC=C1)N(N=C2C2=CC=CC=C2)CC(=O)NCCN(C)C (2-(4-Chloro-3,5-diphenyl-1H-pyrazolo[3,4-c]pyridazin-1-yl)-N-(2-(dimethylamino)ethyl)acetamide). As a reaction SMILES: ClC1C(C2C=CC=CC=2)=NN=C2N(CC(O)=O)N=C(C3C=CC=CC=3)C=12.[Cl:27][C:28]1[C:33]([C:34]2[CH:39]=[CH:38][CH:37]=[CH:36][CH:35]=2)=[N:32][N:31]=[C:30]2[N:40]([CH2:49][C:50]([N:52]3C[CH2:56][N:55]([CH3:58])[CH2:54][CH2:53]3)=[O:51])[N:41]=[C:42]([C:43]3[CH:48]=[CH:47][CH:46]=[CH:45][CH:44]=3)[C:29]=12.CNCCNC>>[Cl:27][C:28]1[C:33]([C:34]2[CH:35]=[CH:36][CH:37]=[CH:38][CH:39]=2)=[N:32][N:31]=[C:30]2[N:40]([CH2:49][C:50]([NH:52][CH2:53][CH2:54][N:55]([CH3:58])[CH3:56])=[O:51])[N:41]=[C:42]([C:43]3[CH:48]=[CH:47][CH:46]=[CH:45][CH:44]=3)[C:29]=12. Procedure details: Compound 2 was synthesised from 2-(4-chloro-3,5-diphenyl-1H-pyrazolo[3,4-c]pyridazin-1-yl)acetic acid following a similar procedure outlined in Example 17 (Compound 1), using N,N′-dimethylethylenediamine instead of N-methylpiperazine in the final step. Procedure details: 2-Methoxy-3-(5-methyl-2-nitrophenoxy)benzaldehyde (0.36 g, 1.3 mmol), methylamine (2M in methanol, 3.0 mL, 6.0 mmol) and sodium cyanoborohydride (100 mg, 1.6 mmol) were stirred at ambient temperature in a 1% acetic acid/methanol solution (50 mL) for 18 h. The solvent was removed in vacuo. The residue was treated with 10% sodium carbonate solution and extracted with ethyl acetate. The ethyl acetate layer was separated and fumaric acid (0.14 g, 1.2 mmol) was added. After the solvent was removed in... Yield: 38.8%. The reactants are C(\C=C\C(=O)O)(=O)O (fumaric acid), COC1=C(C=O)C=CC=C1OC1=C(C=CC(=C1)C)[N+](=O)[O-] (2-Methoxy-3-(5-methyl-2-nitrophenoxy)benzaldehyde), CN (methylamine), C(#N)[BH3-].[Na+] (sodium cyanoborohydride). The solvent is C(C)(=O)O.CO (acetic acid methanol). Product: C(\C=C\C(=O)O)(=O)O.COC1=C(CCN)C=CC=C1OC1=C(C=CC(=C1)C)[N+](=O)[O-] ([2-methoxy-3-(5-methyl-2-nitrophenoxy)benzyl]methylamine fumarate). As a reaction SMILES: [CH3:1][O:2][C:3]1[C:10]([O:11][C:12]2[CH:17]=[C:16]([CH3:18])[CH:15]=[CH:14][C:13]=2[N+:19]([O-:21])=[O:20])=[CH:9][CH:8]=[CH:7][C:4]=1[CH:5]=O.CN.[C:24]([BH3-])#[N:25].[Na+].[C:28]([OH:35])(=[O:34])/[CH:29]=[CH:30]/[C:31]([OH:33])=[O:32]>C(O)(=O)C.CO>[C:28]([OH:35])(=[O:34])/[CH:29]=[CH:30]/[C:31]([OH:33])=[O:32].[CH3:1][O:2][C:3]1[C:10]([O:11][C:12]2[CH:17]=[C:16]([CH3:18])[CH:15]=[CH:14][C:13]=2[N+:19]([O-:21])=[O:20])=[CH:9][CH:8]=[CH:7][C:4]=1[CH2:5][CH2:24][NH2:25] |f:2.3,5.6,7.8|.